describe an organic reaction: reactants, conditions, products, and yield From a dataset of the Open Reaction Database (ORD), a public repository of structured organic reaction records. Reactants: COc1cc(Br)c2c(c1)C(C)(C)CCC2=O, C=C[Sn](CCCC)(CCCC)CCCC, CN(C)C=O, O, c1ccc(P(c2ccccc2)(c2ccccc2)[Pd](P(c2ccccc2)(c2ccccc2)c2ccccc2)(P(c2ccccc2)(c2ccccc2)c2ccccc2)P(c2ccccc2)(c2ccccc2)c2ccccc2)cc1. The product is C=Cc1cc(OC)cc2c1C(=O)CCC2(C)C. As a reaction SMILES: [Br:1][c:2]1[cH:3][c:4]([O:15][CH3:16])[cH:5][c:6]2[c:11]1[C:10](=[O:12])[CH2:9][CH2:8][C:7]2([CH3:13])[CH3:14].[CH2:17]([CH2:18][CH2:30][CH3:31])[Sn:19]([CH2:20][CH2:21][CH2:22][CH3:23])([CH2:24][CH2:25][CH2:26][CH3:27])[CH:28]=[CH2:29].[CH:32]([N:33]([CH3:34])[CH3:35])=[O:36].[OH2:37].[cH:38]1[cH:39][cH:40][c:41]([P:42]([Pd:43]([P:44]([c:45]2[cH:46][cH:47][cH:48][cH:49][cH:50]2)([c:51]2[cH:52][cH:53][cH:54][cH:55][cH:56]2)[c:57]2[cH:58][cH:59][cH:60][cH:61][cH:62]2)([P:63]([c:64]2[cH:65][cH:66][cH:67][cH:68][cH:69]2)([c:70]2[cH:71][cH:72][cH:73][cH:74][cH:75]2)[c:76]2[cH:77][cH:78][cH:79][cH:80][cH:81]2)[P:82]([c:83]2[cH:84][cH:85][cH:86][cH:87][cH:88]2)([c:89]2[cH:90][cH:91][cH:92][cH:93][cH:94]2)[c:95]2[cH:96][cH:97][cH:98][cH:99][cH:100]2)([c:101]2[cH:102][cH:103][cH:104][cH:105][cH:106]2)[c:107]2[cH:108][cH:109][cH:110][cH:111][cH:112]2)[cH:113][cH:114]1>>[c:2]1([CH:17]=[CH2:18])[cH:3][c:4]([O:15][CH3:16])[cH:5][c:6]2[c:11]1[C:10](=[O:12])[CH2:9][CH2:8][C:7]2([CH3:13])[CH3:14]. Reactants: COC1=CC=C(OC(P(OCC)(OCC)=O)P(OCC)(OCC)=O)C=C1 (Tetraethyl (4-methoxyphenoxymethylene)-bisphosphonate). Run in Cl (hydrochloric acid). The product is OC1=CC=C(OC(P(O)(O)=O)P(O)(O)=O)C=C1 ((4-Hydroxyphenoxymethylene)-bisphosphonic acid). Reaction SMILES: C[O:2][C:3]1[CH:26]=[CH:25][C:6]([O:7][CH:8]([P:17](=[O:24])([O:21]CC)[O:18]CC)[P:9](=[O:16])([O:13]CC)[O:10]CC)=[CH:5][CH:4]=1>Cl>[OH:2][C:3]1[CH:26]=[CH:25][C:6]([O:7][CH:8]([P:17](=[O:18])([OH:21])[OH:24])[P:9](=[O:10])([OH:16])[OH:13])=[CH:5][CH:4]=1. Reported procedure: Tetraethyl (4-methoxyphenoxymethylene)-bisphosphonate (2 g) and concentrated hydrochloric acid (20 ml) were refluxed overnight. Evaporation to dryness in vacuo gave the title compound as an oil which crystallized. Starting materials: CN(C=O)C (dimethylformamide), SC=1OC(=NN1)C1=CC(=CC=C1)C(F)(F)F (2-mercapto-5-(3'-trifluoromethylphenyl)-1,3,4-oxadiazole), [OH-].[K+] (potassium hydroxide), FC(=C(F)F)F (tetrafluoroethylene), ice water. The solvent is C(Cl)(Cl)Cl (chloroform). Run at temperature 60 celsius. Product: FC(C(F)F)(SC=1OC(=NN1)C1=CC(=CC=C1)C(F)(F)F)F (2-(1,1,2,2-Tetrafluoroethylthio)-5-(3'-trifluoromethylphenyl)-1,3,4-oxadiazole). Reaction SMILES: CN(C)C=O.[SH:6][C:7]1[O:8][C:9]([C:12]2[CH:17]=[CH:16][CH:15]=[C:14]([C:18]([F:21])([F:20])[F:19])[CH:13]=2)=[N:10][N:11]=1.[OH-].[K+].[F:24][C:25]([F:29])=[C:26]([F:28])[F:27]>C(Cl)(Cl)Cl>[F:24][C:25]([F:29])([S:6][C:7]1[O:8][C:9]([C:12]2[CH:17]=[CH:16][CH:15]=[C:14]([C:18]([F:20])([F:21])[F:19])[CH:13]=2)=[N:10][N:11]=1)[CH:26]([F:28])[F:27] |f:2.3|. Procedure: 60 ml of dimethylformamide and 7.38 g of 2-mercapto-5-(3'-trifluoromethylphenyl)-1,3,4-oxadiazole (m.p. 154°-155° C.) and 0.7 g of potassium hydroxide are stirred in an autoclave. 22 g of tetrafluoroethylene are pressed in, and the reaction mixture is heated for 19 hours at 60° C. (10-12·105Pa). After cooling and release of pressure, the solution is poured into ice-water, the product is taken up in chloroform, the chloroform solution is washed with 1n sodium hydroxide solution, and the solvent i...